This data is from the Open Reaction Database (ORD), a public repository of structured organic reaction records. The task is: describe an organic reaction: reactants, conditions, products, and yield Conditions: time 2 hour. Procedure: To tert-butyl (1-(3-fluoropyridin-2-yl)cyclobutyl)methyl(6-(5-(5-oxo-4,5-dihydro-1H-1,2,4-triazol-3-yl)thiophen-2-yl)pyridazin-3-yl)carbamate (86 mg, 0.16 mmol) in DCM (6 mL) was added TFA (2 mL) at rt. The reaction mixture was stirred at rt for 2 hr followed by concentration to dryness. The crude mixture was purified by reverse phase chromatography to provide the title compound as a pale yellow solid (73.6 mg, quantitative). LRMS (M+H+) m/z 424.2. Starting materials: FC=1C(=NC=CC1)C1(CCC1)CN(C(OC(C)(C)C)=O)C=1N=NC(=CC1)C=1SC(=CC1)C1=NNC(N1)=O (tert-butyl (1-(3-fluoropyridin-2-yl)cyclobutyl)methyl(6-(5-(5-oxo-4,5-dihydro-1H-1,2,4-triazol-3-yl)thiophen-2-yl)pyridazin-3-yl)carbamate), C(=O)(C(F)(F)F)O (TFA). As a reaction SMILES: [F:1][C:2]1[C:3]([C:8]2([CH2:12][N:13]([C:21]3[N:22]=[N:23][C:24]([C:27]4[S:28][C:29]([C:32]5[NH:36][C:35](=[O:37])[NH:34][N:33]=5)=[CH:30][CH:31]=4)=[CH:25][CH:26]=3)C(=O)OC(C)(C)C)[CH2:11][CH2:10][CH2:9]2)=[N:4][CH:5]=[CH:6][CH:7]=1.C(O)(C(F)(F)F)=O>C(Cl)Cl>[F:1][C:2]1[C:3]([C:8]2([CH2:12][NH:13][C:21]3[N:22]=[N:23][C:24]([C:27]4[S:28][C:29]([C:32]5[NH:36][C:35](=[O:37])[NH:34][N:33]=5)=[CH:30][CH:31]=4)=[CH:25][CH:26]=3)[CH2:9][CH2:10][CH2:11]2)=[N:4][CH:5]=[CH:6][CH:7]=1. The product is FC=1C(=NC=CC1)C1(CCC1)CNC1=CC=C(N=N1)C1=CC=C(S1)C=1NC(NN1)=O (5-(5-(6-((1-(3-Fluoropyridin-2-yl)cyclobutyl)methylamino)pyridazin-3-yl)thiophen-2-yl)-2H-1,2,4-triazol-3(4H)-one). Solvent: C(Cl)Cl (DCM). Isolated yield 108.6%. Starting materials: NC1=NC(=NC=C1C(=O)C1=CC=C(C=C1)Cl)S(=O)CC ((4-amino-2-ethanesulfinyl-pyrimidin-5-yl)-(4-chloro-phenyl)-methanone), NC1CCN(CC1)C(C)=O (1-(4-amino-piperidin-1-yl)-ethanone). Yields the product NC1=NC(=NC=C1C(C1=CC=C(C=C1)Cl)=O)NC1CCN(CC1)C(C)=O (1-[4-[4-amino-5-(4-chloro-benzoyl)-pyrimidin-2-ylamino]-piperidin-1-yl]-ethanone). RXN SMILES: [NH2:1][C:2]1[C:7]([C:8]([C:10]2[CH:15]=[CH:14][C:13]([Cl:16])=[CH:12][CH:11]=2)=[O:9])=[CH:6][N:5]=[C:4](S(CC)=O)[N:3]=1.[NH2:21][CH:22]1[CH2:27][CH2:26][N:25]([C:28](=[O:30])[CH3:29])[CH2:24][CH2:23]1>>[NH2:1][C:2]1[C:7]([C:8](=[O:9])[C:10]2[CH:11]=[CH:12][C:13]([Cl:16])=[CH:14][CH:15]=2)=[CH:6][N:5]=[C:4]([NH:21][CH:22]2[CH2:27][CH2:26][N:25]([C:28](=[O:30])[CH3:29])[CH2:24][CH2:23]2)[N:3]=1. Reported procedure: The same procedure as described in Example 326 was used, starting with (4-amino-2-ethanesulfinyl-pyrimidin-5-yl)-(4-chloro-phenyl)-methanone (Example 362) and 1-(4-amino-piperidin-1-yl)-ethanone to give 1-[4-[4-amino-5-(4-chloro-benzoyl)-pyrimidin-2-ylamino]-piperidin-1-yl]-ethanone as a white solid. MS (M+H)+, 374. Reactants: C(C1=CC=CC=C1)(=O)C1C(CCCC1)=O (2-benzoyl-cyclohexanone), C(C(=O)C)(=O)OCC (ethyl pyruvate), C1(=CC=C(C=C1)S(=O)(=O)O)C (p-toluenesulfonic acid). Solvent: O (water). The product is C(C1=CC=CC=C1)(=O)C=1C=C(C(C(=O)O)C)C=CC1 (m-benzoyl-hydratropic acid). As a reaction SMILES: [C:1]([CH:9]1[CH2:14][CH2:13][CH2:12][CH2:11][C:10]1=O)(=[O:8])[C:2]1[CH:7]=[CH:6][CH:5]=[CH:4][CH:3]=1.[C:16]([O:21]CC)(=[O:20])[C:17]([CH3:19])=O.C1(C)C=CC(S(O)(=O)=O)=CC=1>O>[C:1]([C:9]1[CH:14]=[C:13]([CH:12]=[CH:11][CH:10]=1)[CH:17]([CH3:19])[C:16]([OH:21])=[O:20])(=[O:8])[C:2]1[CH:7]=[CH:6][CH:5]=[CH:4][CH:3]=1. Procedure: A mixture of 20 g of 2-benzoyl-cyclohexanone, 21.6 g of ethyl pyruvate and 0.2 g of p-toluenesulfonic acid is heated at 150° for 15 hours. There is removed that fraction which distills at 1 mm (Hg up to 150°) and the residue is heated for 10 hours at 230° with 5 parts by weight of pyridine hydrochloride. After cooling the raw reaction products are poured in water and extracted with ether. The residue which is obtained after evaporation of the solvent is steam distilled. The part which does not d... Starting materials: CC1CN(CC(O1)C)C1=C(C=O)C=C(C(=C1F)F)B1OC(C(O1)(C)C)(C)C (2-(2,6-Dimethyl-morpholin-4-yl)-3,4-difluoro-5-(4,4,5,5-tetramethyl-[1,3,2]dioxaborolan-2-yl)-benzaldehyde), IC1=NC=CN=C1 (2-iodopyrazine), C([O-])([O-])=O.[Na+].[Na+] (sodium carbonate). The reagents and catalysts are Cl[Pd]([P](C1=CC=CC=C1)(C2=CC=CC=C2)C3=CC=CC=C3)([P](C4=CC=CC=C4)(C5=CC=CC=C5)C6=CC=CC=C6)Cl (Pd(PPh3)2Cl2). The solvent is CC#N.O (CH3CN H2O). Run at temperature 85 celsius. The product is CC1CN(CC(O1)C)C1=C(C=O)C=C(C(=C1F)F)C1=NC=CN=C1 (2-(2,6-Dimethyl-morpholin-4-yl)-3,4-difluoro-5-pyrazin-2-yl-benzaldehyde). The yield is 68.0%. RXN SMILES: [CH3:1][CH:2]1[O:7][CH:6]([CH3:8])[CH2:5][N:4]([C:9]2[C:16]([F:17])=[C:15]([F:18])[C:14](B3OC(C)(C)C(C)(C)O3)=[CH:13][C:10]=2[CH:11]=[O:12])[CH2:3]1.I[C:29]1[CH:34]=[N:33][CH:32]=[CH:31][N:30]=1.C(=O)([O-])[O-].[Na+].[Na+]>Cl[Pd](Cl)([P](C1C=CC=CC=1)(C1C=CC=CC=1)C1C=CC=CC=1)[P](C1C=CC=CC=1)(C1C=CC=CC=1)C1C=CC=CC=1.CC#N.O>[CH3:8][CH:6]1[O:7][CH:2]([CH3:1])[CH2:3][N:4]([C:9]2[C:16]([F:17])=[C:15]([F:18])[C:14]([C:29]3[CH:34]=[N:33][CH:32]=[CH:31][N:30]=3)=[CH:13][C:10]=2[CH:11]=[O:12])[CH2:5]1 |f:2.3.4,6.7,^1:43,62|. Procedure details: 2-(2,6-Dimethyl-morpholin-4-yl)-3,4-difluoro-5-(4,4,5,5-tetramethyl-[1,3,2]dioxaborolan-2-yl)-benzaldehyde (16 grams, 41 mmol), 2-iodopyrazine (Aldrich, 6 grams, 29.1 mmol), sodium carbonate (9.3 grams, 87 mmol) and Pd(PPh3)2Cl2 (Aldrich, 0.82 gram, 1.2 mmol) were suspended in a 1:1 mixture of CH3CN/H2O. The reaction mixture was then purged with nitrogen and heated at 85° C. overnight. Upon completion the reaction was partitioned between H2O and ethyl acetate and the aqueous layer was extracted ... The reactants are OCCC1=CC2=C(SC=C2)C=C1 (5-(2-hydroxyethyl)benzo[b]thiophene), C(C1=CC=CC=C1)Br (benzyl bromide), O (H2O), [H-].[Na+] (NaH). Solvent: CN(C)C=O (DMF), CN(C)C=O (DMF), CN(C)C=O (DMF). Conditions: time 0.5 hour. Product: C(C1=CC=CC=C1)OCCC1=CC2=C(SC=C2)C=C1 (5-(2-Benzyloxyethyl)benzo[b]thiophene). Isolated yield 72.3%. Reaction SMILES: [H-].[Na+].[OH:3][CH2:4][CH2:5][C:6]1[CH:14]=[CH:13][C:9]2[S:10][CH:11]=[CH:12][C:8]=2[CH:7]=1.[CH2:15](Br)[C:16]1[CH:21]=[CH:20][CH:19]=[CH:18][CH:17]=1.O>CN(C=O)C>[CH2:15]([O:3][CH2:4][CH2:5][C:6]1[CH:14]=[CH:13][C:9]2[S:10][CH:11]=[CH:12][C:8]=2[CH:7]=1)[C:16]1[CH:21]=[CH:20][CH:19]=[CH:18][CH:17]=1 |f:0.1|. Procedure details: To a solution of NaH (60% oil dispersion, 2.4 g, 0.06 mol) in DMF (50 ml) heated at 60° C. with stirring under N2 was added dropwise a solution of 5-(2-hydroxyethyl)benzo[b]thiophene (8.9 g, 0.05 mol) in DMF (50 ml). After 1/2 hour, a solution of benzyl bromide (10.3 g, 7.2 ml, d=1.438, 0.06 mol) in DMF (50 ml) was added dropwise. After 15 hours, the solution was poured into H2O and the aqueous phase extracted with ethyl acetate (3X). The organic layers were backwashed with H2O, saturated NaCl, ... Reactants: CCc1cnc(CC)c(NC2c3ccccc3CC2O)n1, CCC1Cc2ccc(OC)cc2C1N. The product is CCc1cnc(CC)c(NC2c3cc(OC)ccc3CC2CC)n1. As a reaction SMILES: [CH2:1]([CH3:2])[c:3]1[c:4]([NH:11][CH:12]2[c:13]3[c:14]([cH:15][cH:16][cH:17][cH:18]3)[CH2:19][CH:20]2[OH:21])[n:5][c:6]([CH2:9][CH3:10])[cH:7][n:8]1.[CH2:22]([CH3:23])[CH:24]1[CH:25]([NH2:35])[c:26]2[cH:27][c:28]([O:33][CH3:34])[cH:29][cH:30][c:31]2[CH2:32]1>>[CH2:1]([CH3:2])[c:3]1[c:4]([NH:35][CH:25]2[CH:24]([CH2:22][CH3:23])[CH2:32][c:31]3[c:26]2[cH:27][c:28]([O:33][CH3:34])[cH:29][cH:30]3)[n:5][c:6]([CH2:9][CH3:10])[cH:7][n:8]1. Reactants: NC1=NC=C(C=C1S(=O)(=O)N1C[C@@H](CC1)NC(OC(C)(C)C)=O)Br ((R)-tert-butyl 1-(2-amino-5-bromopyridin-3-ylsulfonyl)pyrrolidin-3-ylcarbamate), CC1(CC=2C(=NC=NC2C=C1C)N1CCOC2=C(C1)C=C(C=C2)B(O)O)C ([4-(6,6,7-trimethyl-5,6-dihydroquinazolin-4-yl)-2,3,4,5-tetrahydro-1,4-benzoxazepin-7-yl]boronic acid). The product is N[C@H]1CN(CC1)S(=O)(=O)C=1C(=NC=C(C1)C=1C=CC2=C(CN(CCO2)C2=NC=NC=3C=C(C(CC23)(C)C)C)C1)N (3-{[(3R)-3-aminopyrrolidin-1-yl]sulfonyl}-5-[4-(6,6,7-trimethyl-5,6-dihydroquinazolin-4-yl)-2,3,4,5-tetrahydro-1,4-benzoxazepin-7-yl]pyridin-2-amine). Reaction SMILES: [NH2:1][C:2]1[C:7]([S:8]([N:11]2[CH2:15][CH2:14][C@@H:13]([NH:16]C(=O)OC(C)(C)C)[CH2:12]2)(=[O:10])=[O:9])=[CH:6][C:5](Br)=[CH:4][N:3]=1.[CH3:25][C:26]1([CH3:51])[C:35]([CH3:36])=[CH:34][C:33]2[N:32]=[CH:31][N:30]=[C:29]([N:37]3[CH2:43][C:42]4[CH:44]=[C:45](B(O)O)[CH:46]=[CH:47][C:41]=4[O:40][CH2:39][CH2:38]3)[C:28]=2[CH2:27]1>>[NH2:16][C@@H:13]1[CH2:14][CH2:15][N:11]([S:8]([C:7]2[C:2]([NH2:1])=[N:3][CH:4]=[C:5]([C:45]3[CH:46]=[CH:47][C:41]4[O:40][CH2:39][CH2:38][N:37]([C:29]5[C:28]6[CH2:27][C:26]([CH3:25])([CH3:51])[C:35]([CH3:36])=[CH:34][C:33]=6[N:32]=[CH:31][N:30]=5)[CH2:43][C:42]=4[CH:44]=3)[CH:6]=2)(=[O:9])=[O:10])[CH2:12]1. Procedure: Prepared as in example 5 using (R)-tert-butyl 1-(2-amino-5-bromopyridin-3-ylsulfonyl)pyrrolidin-3-ylcarbamate (reagent preparation 25) and [4-(6,6,7-trimethyl-5,6-dihydroquinazolin-4-yl)-2,3,4,5-tetrahydro-1,4-benzoxazepin-7-yl]boronic acid (reagent preparation 23) in step 1 and BOC group deprotection. 1H NMR (400 MHz, d6-DMSO) δ 8.54 (s, 1H), 8.37 (s, 1H), 8.01 (d, 1H), 7.57 (d, 1H), 7.48 (dd, 1H), 7.02 (d, 1H), 6.76 (s, 2H), 6.13 (d, 1H), 4.62 (s, 2H), 4.33 (s, 2H), 3.84 (s, 2H), 3.44-3.20 (m,... Starting materials: BrC=1SC(=CN1)CO ((2-bromothiazol-5-yl)methanol), CI (MeI), N#N (N2), Ag2O. Run in C(Cl)Cl (CH2Cl2). Reaction conditions: temperature 40 celsius, time 8 hour. The product is BrC=1SC(=CN1)COC (2-Bromo-5-(methoxymethyl)thiazole). RXN SMILES: N#N.[Br:3][C:4]1[S:5][C:6]([CH2:9][OH:10])=[CH:7][N:8]=1.[CH3:11]I>C(Cl)Cl>[Br:3][C:4]1[S:5][C:6]([CH2:9][O:10][CH3:11])=[CH:7][N:8]=1. Procedure: In a flame dried round-bottomed flask equipped with a magnetic stir bar and under inert atmosphere (N2), a solution of (2-bromothiazol-5-yl)methanol (WO 2009/077990, p. 92) (1.19 g, 6.11 mmol) in CH2Cl2 (4.0 mL) was treated with MeI (0.46 mL, 7.33 mmol) followed by Ag2O (2.12 g, 9.16 mmol) and the resulting mixture (protected form light) was stirred overnight at 40° C. The reaction mixture was filtered and the solvent was removed under reduced pressure. Purification of the residue by FC (7:3 hep...